From a dataset of the Open Reaction Database (ORD), a public repository of structured organic reaction records. describe an organic reaction: reactants, conditions, products, and yield Reactants: ClC(Cl)(Cl)Cl, C1COCCO1, CN(CCCO)C(=O)c1c2ccc(Cl)cc2c(-c2ccccc2)n1C, c1ccc(P(c2ccccc2)c2ccccc2)cc1. Yields the product CN(CCCCl)C(=O)c1c2ccc(Cl)cc2c(-c2ccccc2)n1C. Reaction SMILES: [C:20]([Cl:21])([Cl:22])([Cl:23])[Cl:24].[O:50]1[CH2:51][CH2:52][O:53][CH2:54][CH2:55]1.[OH:25][CH2:26][CH2:27][CH2:28][N:29]([C:30](=[O:31])[c:32]1[n:33]([CH3:48])[c:34](-[c:42]2[cH:43][cH:44][cH:45][cH:46][cH:47]2)[c:35]2[cH:36][c:37]([Cl:41])[cH:38][cH:39][c:40]12)[CH3:49].[c:1]1([P:2]([c:3]2[cH:4][cH:5][cH:6][cH:7][cH:8]2)[c:9]2[cH:10][cH:11][cH:12][cH:13][cH:14]2)[cH:15][cH:16][cH:17][cH:18][cH:19]1>>[Cl:21][CH2:26][CH2:27][CH2:28][N:29]([C:30](=[O:31])[c:32]1[n:33]([CH3:48])[c:34](-[c:42]2[cH:43][cH:44][cH:45][cH:46][cH:47]2)[c:35]2[cH:36][c:37]([Cl:41])[cH:38][cH:39][c:40]12)[CH3:49]. Reactants: C(C)OC(\C=C(\C=C\C(=C(\C)/C=1C=C(C=C2C(CCN(C12)CC)(C)C)C(C)C)\F)/C)=O ((2E,4E,6E)-7-(1-ethyl-6-isopropyl-4,4-dimethyl-1,2,3,4-tetrahydro-quinolin-8-yl)-6-fluoro-3-methyl-octa-2,4,6-trienoic acid ethyl ester), C(C)OC(\C=C(\C=C\C(=C(\C)/C=1C=C(C=C2C(CCN(C12)CC)(C)C)C(C)C)\F)/C)=O ((2E,4E,6E)-7-(1-ethyl-6-isopropyl-4,4-dimethyl-1,2,3,4-tetrahydro-quinolin-8-yl)-6-fluoro-3-methyl-octa-2,4,6-trienoic acid ethyl ester), C(C)O (ethanol), [OH-].[Na+] (NaOH). Run in C1CCOC1 (THF). Run at temperature 50 celsius. Yields the product C(C)OC(\C=C(\C=C\C(=C(\C)/C=1C=C(C=C2C(CCN(C12)CCC)(C)C)C(C)C)\F)/C)=O ((2E,4E,6E)-6-Fluoro-7-(6-isopropyl-4,4-dimethyl-1-n-propyl-1,2,3,4-tetrahydro-quinolin-8-yl)-3-methyl-octa-2,4,6-trienoic acid ethyl ester). Reaction SMILES: [CH2:1]([O:3][C:4](=[O:31])/[CH:5]=[C:6](\[CH3:30])/[CH:7]=[CH:8]/[C:9](/[F:29])=[C:10](\[C:12]1[CH:13]=[C:14]([CH:26]([CH3:28])[CH3:27])[CH:15]=[C:16]2[C:21]=1[N:20]([CH2:22][CH3:23])[CH2:19][CH2:18][C:17]2([CH3:25])[CH3:24])/[CH3:11])[CH3:2].[CH2:32](O)C.[OH-].[Na+]>C1COCC1>[CH2:1]([O:3][C:4](=[O:31])/[CH:5]=[C:6](\[CH3:30])/[CH:7]=[CH:8]/[C:9](/[F:29])=[C:10](\[C:12]1[CH:13]=[C:14]([CH:26]([CH3:27])[CH3:28])[CH:15]=[C:16]2[C:21]=1[N:20]([CH2:22][CH2:23][CH3:32])[CH2:19][CH2:18][C:17]2([CH3:25])[CH3:24])/[CH3:11])[CH3:2] |f:2.3|. Procedure: To a solution of (2E,4E,6E)-7-(1-ethyl-6-isopropyl-4,4-dimethyl-1,2,3,4-tetrahydro-quinolin-8-yl)-6-fluoro-3-methyl-octa-2,4,6-trienoic acid ethyl ester (Compound 24, 117 mg, 2.74 mmol) and 5 ml of ethanol and 1 ml of THF was added 2 ml of 1 M NaOH(aq). The reaction was heated to 50° C. for 4 hours. The excess alcohol was removed by evaporation. The residue was neutralized with saturated NH4Cl to pH=7 then extracted with ethyl acetate (3×10 ml). The combined organic layers were washed with water... The reactants are OC1C(CCC1)CC(=O)OCC1=CC=C(C=C1)OC ((R/S)-2-hydroxy-cyclopentylacetic acid, 4-(methoxy)benzyl ester), [Si](C)(C)(C(C)(C)C)OC[C@H]1CNC[C@@H]1C1=CC=CC=C1 (3-(R)-(t-Butyldimethylsilyloxymethyl)-4-(S)-phenyl pyrrolidine). Product: [Si](C)(C)(C(C)(C)C)OC[C@H]1CN(C[C@@H]1C1=CC=CC=C1)C(C(=O)OCC1=CC=C(C=C1)OC)C1CCCC1 (2-(R/S)-(3-(R)-(t-Butyldimethylsilyloxymethyl)-4-(S)-phenylpyrrolidin-1-yl)-2-(cyclopentyl)acetic acid, (4-methoxy)benzyl ester), title compounds. The yield is 84.0%. RXN SMILES: O[CH:2]1[CH2:6][CH2:5][CH2:4][CH:3]1[CH2:7][C:8]([O:10][CH2:11][C:12]1[CH:17]=[CH:16][C:15]([O:18][CH3:19])=[CH:14][CH:13]=1)=[O:9].[Si:20]([O:27][CH2:28][C@@H:29]1[C@@H:33]([C:34]2[CH:39]=[CH:38][CH:37]=[CH:36][CH:35]=2)[CH2:32][NH:31][CH2:30]1)([C:23]([CH3:26])([CH3:25])[CH3:24])([CH3:22])[CH3:21]>>[Si:20]([O:27][CH2:28][C@@H:29]1[C@@H:33]([C:34]2[CH:39]=[CH:38][CH:37]=[CH:36][CH:35]=2)[CH2:32][N:31]([CH:7]([CH:3]2[CH2:4][CH2:5][CH2:6][CH2:2]2)[C:8]([O:10][CH2:11][C:12]2[CH:17]=[CH:16][C:15]([O:18][CH3:19])=[CH:14][CH:13]=2)=[O:9])[CH2:30]1)([C:23]([CH3:26])([CH3:25])[CH3:24])([CH3:22])[CH3:21]. Procedure: The title compound was prepared from 233 mg (0.88 mol) of (R/S)-2-hydroxy-cyclopentylacetic acid, 4-(methoxy)benzyl ester (from EXAMPLE 15, Step B) and 209 mg (0.71 mmol) of 3-(R)-(t-butyldimethylsilyloxymethyl)-4-(S)-phenylpyrrolidine (from EXAMPLE 1, Step E) using a procedure analogous to that described in EXAMPLE 1, Step G to provide 326 mg (84%) of the title compounds as a mixture of diastereomers: RF: 0.64 (4:1 v/v hexanes/EtOAc); 1H NMR (300 Hz) δ 0.0 (2 s, 6H), 0.84, 0.85 (2 s, 9H), 1.18 ...